describe an organic reaction: reactants, conditions, products, and yield From a dataset of the Open Reaction Database (ORD), a public repository of structured organic reaction records. The reactants are ClCCCC=1C=C2C(C(NC2=CC1)=O)(C)C (5-(3-chloropropyl)-3,3-dimethyl-1,3-dihydro-indol-2-one), [I-].[K+] (potassium iodide), [OH-].[K+] (potassium hydroxide), C(C)(C)(C)OC(=O)N1CCC2=C(CC1)C(=C(C=C2)Cl)SC(N(C)C)=O (3-tert-butoxycarbonyl-7-chloro-6-dimethylcarbamoylthio-2,3,4,5-tetrahydro-1H-benzo[d]azepine), [OH-].[K+] (potassium hydroxide). The solvent is ClCCl (dichloromethane), CO (methanol), CO (methanol). Reaction conditions: time 8 hour. Yields the product C(C)(C)(C)OC(=O)N1CCC2=C(CC1)C(=C(C=C2)Cl)SCCCC=2C=C1C(C(NC1=CC2)=O)(C)C (3-tert-butoxycarbonyl-7-chloro-6-[3-(3,3-dimethyl-2-oxo-2,3-dihydro-1H-indol-5-yl)-propylthio]-2,3,4,5-tetrahydro-1H-benzo[d]azepine). The yield is 96.3%. RXN SMILES: [OH-].[K+].[C:3]([O:7][C:8]([N:10]1[CH2:16][CH2:15][C:14]2[C:17]([S:22]C(=O)N(C)C)=[C:18]([Cl:21])[CH:19]=[CH:20][C:13]=2[CH2:12][CH2:11]1)=[O:9])([CH3:6])([CH3:5])[CH3:4].Cl[CH2:29][CH2:30][CH2:31][C:32]1[CH:33]=[C:34]2[C:38](=[CH:39][CH:40]=1)[NH:37][C:36](=[O:41])[C:35]2([CH3:43])[CH3:42].[I-].[K+]>CO.ClCCl>[C:3]([O:7][C:8]([N:10]1[CH2:16][CH2:15][C:14]2[C:17]([S:22][CH2:29][CH2:30][CH2:31][C:32]3[CH:33]=[C:34]4[C:38](=[CH:39][CH:40]=3)[NH:37][C:36](=[O:41])[C:35]4([CH3:42])[CH3:43])=[C:18]([Cl:21])[CH:19]=[CH:20][C:13]=2[CH2:12][CH2:11]1)=[O:9])([CH3:6])([CH3:5])[CH3:4] |f:0.1,4.5|. Reported procedure: Under nitrogen atmosphere, add potassium hydroxide (138 mg, 2.46 mmol) to a stirred solution of 3-tert-butoxycarbonyl-7-chloro-6-dimethylcarbamoylthio-2,3,4,5-tetrahydro-1H-benzo[d]azepine (375 mg, 0.97 mmol) in methanol (10 mL). Heat under reflux for 2 h then add further potassium hydroxide (159 mg, 2.83 mmol) and continue heating under reflux for another 6 h. Cool the reaction mixture and add dropwise via cannula a solution of 5-(3-chloropropyl)-3,3-dimethyl-1,3-dihydro-indol-2-one (245 mg, 1.... Starting materials: C(C)C(=C(C(=O)[O-])C(C)CCCC)C (Ethyl(2-hexyl)but-2-enoate), [OH-].[Na+] (sodium hydroxide). Run in CO (methanol), O (water). Yields the product CC(CCCC)C(C(=O)O)=CC ((2-hexyl)but-2-enoic acid). Isolated yield 97.5%. Reaction SMILES: [CH2:1]([C:3](C)=[C:4]([CH:8]([CH2:10][CH2:11][CH2:12][CH3:13])[CH3:9])[C:5]([O-:7])=[O:6])C.[OH-].[Na+]>CO.O>[CH3:9][CH:8]([C:4](=[CH:3][CH3:1])[C:5]([OH:7])=[O:6])[CH2:10][CH2:11][CH2:12][CH3:13] |f:1.2|. Procedure: Ethyl(2-hexyl)but-2-enoate (12 g, 0.06M) in methanol (150 ml) was treated with sodium hydroxide (15 g, 0.375M) in water (100 ml) under reflux for 6 hours. The solvents were then removed in vacuo and the residue taken up in water and extracted with dichloromethane. The aqueous phase was separated, acidified to pH1 with concentrated hydrochloric acid and extracted with dichloromethane. The extract was dried over sodium sulphate and concentrated in vacuo to an oil which was distilled in vacuo to af...